This data is from the Open Reaction Database (ORD), a public repository of structured organic reaction records. The task is: describe an organic reaction: reactants, conditions, products, and yield Starting materials: C1CCOC1, CN, CC(C)n1cc(-c2nc(Br)c(N)nc2-c2ccccc2)ccc1=O. The product is CNc1nc(-c2ccc(=O)n(C(C)C)c2)c(-c2ccccc2)nc1N. RXN SMILES: [CH2:27]1[O:28][CH2:29][CH2:30][CH2:31]1.[CH3:25][NH2:26].[NH2:1][c:2]1[n:3][c:4](-[c:19]2[cH:20][cH:21][cH:22][cH:23][cH:24]2)[c:5](-[c:9]2[cH:10][cH:11][c:12](=[O:18])[n:13]([CH:15]([CH3:16])[CH3:17])[cH:14]2)[n:6][c:7]1[Br:8]>>[NH2:1][c:2]1[n:3][c:4](-[c:19]2[cH:20][cH:21][cH:22][cH:23][cH:24]2)[c:5](-[c:9]2[cH:10][cH:11][c:12](=[O:18])[n:13]([CH:15]([CH3:16])[CH3:17])[cH:14]2)[n:6][c:7]1[NH:26][CH3:25]. The reactants are O=C(CCCCBr)N1C(=O)OCC1Cc1ccccc1, C1CCOC1, C[Si](C)(C)[N-][Si](C)(C)C, COCCl, Cl, [Na+]. The product is COCC(CCCBr)C(=O)N1C(=O)OCC1Cc1ccccc1. Reaction SMILES: [CH2:1]([c:2]1[cH:3][cH:4][cH:5][cH:6][cH:7]1)[CH:8]1[N:9]([C:14]([CH2:15][CH2:16][CH2:17][CH2:18][Br:19])=[O:20])[C:10](=[O:13])[O:11][CH2:12]1.[CH2:36]1[O:37][CH2:38][CH2:39][CH2:40]1.[CH3:22][Si:23]([N-:24][Si:25]([CH3:26])([CH3:27])[CH3:28])([CH3:29])[CH3:30].[Cl:31][CH2:32][O:33][CH3:34].[ClH:35].[Na+:21]>>[CH2:1]([c:2]1[cH:3][cH:4][cH:5][cH:6][cH:7]1)[CH:8]1[N:9]([C:14]([CH:15]([CH2:16][CH2:17][CH2:18][Br:19])[CH2:32][O:33][CH3:34])=[O:20])[C:10](=[O:13])[O:11][CH2:12]1. As a reaction SMILES: [CH3:11][CH2:12][O:13][P:14](=[O:15])([O:16][CH2:17][CH3:18])[O:19][CH2:20][CH3:21].[Cl:1][c:2]1[c:3]([CH2:4][Cl:5])[c:6]([Cl:10])[cH:7][cH:8][cH:9]1>>[Cl:1][c:2]1[c:3]([CH2:4][P:14]([O:13][CH2:12][CH3:11])(=[O:15])[O:16][CH2:17][CH3:18])[c:6]([Cl:10])[cH:7][cH:8][cH:9]1. Reactants: CCOP(=O)(OCC)OCC, ClCc1c(Cl)cccc1Cl. Yields the product CCOP(=O)(Cc1c(Cl)cccc1Cl)OCC. Reactants: C(C1=CC=CC=C1)NC1=NC(=CC(=C1[N+](=O)[O-])NCC1=CC=CC=C1)C(F)(F)F (N2,N4-Dibenzyl-3-nitro-6-trifluoromethyl-pyridine-2,4-diamine), O (water). The reagents and catalysts are [Ni] (Raney Nickel). Solvent: C1CCOC1 (THF), CO (MeOH), CO (MeOH). Run at time 1 hour. Yields the product C(C1=CC=CC=C1)NC1=NC(=CC(=C1N)NCC1=CC=CC=C1)C(F)(F)F (N2,N4-Dibenzyl-6-trifluoromethyl-pyridine-2,3,4-triamine). The yield is 68.0%. As a reaction SMILES: [CH2:1]([NH:8][C:9]1[C:14]([N+:15]([O-])=O)=[C:13]([NH:18][CH2:19][C:20]2[CH:25]=[CH:24][CH:23]=[CH:22][CH:21]=2)[CH:12]=[C:11]([C:26]([F:29])([F:28])[F:27])[N:10]=1)[C:2]1[CH:7]=[CH:6][CH:5]=[CH:4][CH:3]=1.O>C1COCC1.CO.[Ni]>[CH2:1]([NH:8][C:9]1[C:14]([NH2:15])=[C:13]([NH:18][CH2:19][C:20]2[CH:21]=[CH:22][CH:23]=[CH:24][CH:25]=2)[CH:12]=[C:11]([C:26]([F:29])([F:28])[F:27])[N:10]=1)[C:2]1[CH:7]=[CH:6][CH:5]=[CH:4][CH:3]=1. Procedure: N2,N4-Dibenzyl-3-nitro-6-trifluoromethyl-pyridine-2,4-diamine (15.9 g, 35.6 mmol) was dissolved in a mixture of THF (100 ml) and MeOH (200 ml). Raney Nickel (3.18 g, 20 wt %) was added and the mixture was stirred at room temperature under 80 psi H2 for 1 hour. The mixture was filtered through celite to remove the catalyst and the filtrate was concentrated in vacuo to give an oil. Trituration in MeOH with a small amount of water gave a precipitate which was collected by filtration, washed with co... Reaction conditions: temperature 80 celsius. Reactants: C([O-])([O-])=O.[Cs+].[Cs+] (cesium carbonate), ClC1=CC2=C(C(=N1)C)C(NN2C(C2=CC=CC=C2)(C2=CC=CC=C2)C2=CC=CC=C2)=O (6-chloro-4-methyl-1-trityl-1H-pyrazolo[4,3-c]pyridin-3(2H)-one), C1(=CC=CC=C1)P(C1=CC=CC=2C(C3=CC=CC(=C3OC12)P(C1=CC=CC=C1)C1=CC=CC=C1)(C)C)C1=CC=CC=C1 (4,5-bis(diphenylphosphino)-9,9-dimethylxanthene), ClC1=CC2=C(C(=N1)C)C(NN2C(C2=CC=CC=C2)(C2=CC=CC=C2)C2=CC=CC=C2)=O (6-chloro-4-methyl-1-trityl-1H-pyrazolo[4,3-c]pyridin-3(2H)-one), C1(=CC=CC=C1)[C@@H](C)NC(=O)N ((R)-1-(1-phenylethyl)urea). Product: CC1=NC(=CC2=C1C(NN2C(C2=CC=CC=C2)(C2=CC=CC=C2)C2=CC=CC=C2)=O)NC(=O)N[C@H](C)C2=CC=CC=C2 ((R)-1-(4-methyl-3-oxo-1-trityl-2,3-dihydro-1H-pyrazolo[4,3-c]pyridin-6-yl)-3-(1-phenylethyl)urea). Solvent: O1CCOCC1 (dioxane). The reagents and catalysts are C(C)(=O)[O-].[Pd+2].C(C)(=O)[O-] (palladium(II) acetate). Procedure details: 6-Chloro-4-methyl-1-trityl-1H-pyrazolo[4,3-c]pyridin-3 (2H)-one (Intermediate 4B; 300 mg, 0.704 mmol), (R)-1-(1-phenylethyl)urea (139 mg, 0.845 mmol), palladium(II) acetate (31.6 mg, 0.141 mmol), 4,5-bis(diphenylphosphino)-9,9-dimethylxanthene (122 mg, 0.211 mmol), and cesium carbonate (574 mg, 1.761 mmol) were taken up in dioxane (10.0 mL) in a 25 mL microwave vial. The vial was evacuated and back-filled with N2 (×3) then the reaction mixture was heated to 80° C. for 24 h. The reaction mixture ... As a reaction SMILES: Cl[C:2]1[N:7]=[C:6]([CH3:8])[C:5]2[C:9](=[O:31])[NH:10][N:11]([C:12]([C:25]3[CH:30]=[CH:29][CH:28]=[CH:27][CH:26]=3)([C:19]3[CH:24]=[CH:23][CH:22]=[CH:21][CH:20]=3)[C:13]3[CH:18]=[CH:17][CH:16]=[CH:15][CH:14]=3)[C:4]=2[CH:3]=1.[C:32]1([C@H:38]([NH:40][C:41]([NH2:43])=[O:42])[CH3:39])[CH:37]=[CH:36][CH:35]=[CH:34][CH:33]=1.C1(P(C2C=CC=CC=2)C2C3OC4C(=CC=CC=4P(C4C=CC=CC=4)C4C=CC=CC=4)C(C)(C)C=3C=CC=2)C=CC=CC=1.C(=O)([O-])[O-].[Cs+].[Cs+]>O1CCOCC1.C([O-])(=O)C.[Pd+2].C([O-])(=O)C>[CH3:8][C:6]1[C:5]2[C:9](=[O:31])[NH:10][N:11]([C:12]([C:19]3[CH:24]=[CH:23][CH:22]=[CH:21][CH:20]=3)([C:13]3[CH:14]=[CH:15][CH:16]=[CH:17][CH:18]=3)[C:25]3[CH:26]=[CH:27][CH:28]=[CH:29][CH:30]=3)[C:4]=2[CH:3]=[C:2]([NH:43][C:41]([NH:40][C@@H:38]([C:32]2[CH:37]=[CH:36][CH:35]=[CH:34][CH:33]=2)[CH3:39])=[O:42])[N:7]=1 |f:3.4.5,7.8.9|. Reactants: C(C)N(C1=C(C=CC(=C1)OC)[C@@H]1CC=2C=CC(=CC2CC1)OC(C(C)(C)C)=O)C(C1=CC(=C(C=C1)O)F)=O (pivalic acid (S)-6-{2-[ethyl(3-fluoro-4-hydroxybenzoyl)amino]-4-methoxyphenyl}-5,6,7,8-tetrahydronaphthalen-2-yl ester), ClCC(=O)N(C)CCOC (2-chloro-N-(2-methoxyethyl)-N-methylacetamide). The product is C(C)N(C1=C(C=CC(=C1)OC)[C@@H]1CC=2C=CC(=CC2CC1)O)CC1=CC(=C(C=C1)OCCN(C)CCOC)F ((S)-6-{2-{Ethyl{3-fluoro-4-{2-[(2-methoxyethyl)methylamino]ethoxy}benzyl}amino}-4-methoxyphenyl}-5,6,7,8-tetrahydronaphthalen-2-ol). Isolated yield 10.2%. Reaction SMILES: [CH2:1]([N:3]([C:29](=O)[C:30]1[CH:35]=[CH:34][C:33]([OH:36])=[C:32]([F:37])[CH:31]=1)[C:4]1[CH:9]=[C:8]([O:10][CH3:11])[CH:7]=[CH:6][C:5]=1[C@H:12]1[CH2:21][CH2:20][C:19]2[CH:18]=[C:17]([O:22]C(=O)C(C)(C)C)[CH:16]=[CH:15][C:14]=2[CH2:13]1)[CH3:2].Cl[CH2:40][C:41]([N:43]([CH2:45][CH2:46][O:47][CH3:48])[CH3:44])=O>>[CH2:1]([N:3]([CH2:29][C:30]1[CH:35]=[CH:34][C:33]([O:36][CH2:40][CH2:41][N:43]([CH2:45][CH2:46][O:47][CH3:48])[CH3:44])=[C:32]([F:37])[CH:31]=1)[C:4]1[CH:9]=[C:8]([O:10][CH3:11])[CH:7]=[CH:6][C:5]=1[C@H:12]1[CH2:21][CH2:20][C:19]2[CH:18]=[C:17]([OH:22])[CH:16]=[CH:15][C:14]=2[CH2:13]1)[CH3:2]. Reported procedure: Synthesized from pivalic acid (S)-6-{2-[ethyl(3-fluoro-4-hydroxybenzoyl)amino]-4-methoxyphenyl}-5,6,7,8-tetrahydronaphthalen-2-yl ester (20 mg) and 2-chloro-N-(2-methoxyethyl)-N-methylacetamide (13 mg) according to an analogous synthetic method to Example 404 and purified by LC-MS, the title compound (2.1 mg) was obtained. The reactants are O=C1NC(=O)c2ccccc21, Cc1ccc(S(=O)(=O)OCC2COc3cc(Cl)c(Cl)cc3O2)cc1, [K], CN(C)C=O, O. Product: O=C1c2ccccc2C(=O)N1CC1COc2cc(Cl)c(Cl)cc2O1. RXN SMILES: [C:25]1(=[O:35])[c:26]2[c:27]([cH:31][cH:32][cH:33][cH:34]2)[C:28](=[O:30])[NH:29]1.[Cl:1][c:2]1[cH:3][c:4]2[c:5]([cH:22][c:23]1[Cl:24])[O:6][CH:7]([CH2:10][O:11][S:12]([c:13]1[cH:14][cH:15][c:16]([CH3:17])[cH:18][cH:19]1)(=[O:20])=[O:21])[CH2:8][O:9]2.[K:36].[O:38]=[CH:39][N:40]([CH3:41])[CH3:42].[OH2:37]>>[Cl:1][c:2]1[cH:3][c:4]2[c:5]([cH:22][c:23]1[Cl:24])[O:6][CH:7]([CH2:10][N:29]1[C:25](=[O:35])[c:26]3[c:27]([cH:31][cH:32][cH:33][cH:34]3)[C:28]1=[O:30])[CH2:8][O:9]2. The reactants are [BH4-], COc1cc(C=O)ccc1OCc1csc(N2CCCCC2)n1, [Na+], C1CCOC1, O. Yields the product COc1cc(CO)ccc1OCc1csc(N2CCCCC2)n1. As a reaction SMILES: [BH4-:24].[CH3:1][O:2][c:3]1[cH:4][c:5]([CH:6]=[O:7])[cH:8][cH:9][c:10]1[O:11][CH2:12][c:13]1[n:14][c:15]([N:18]2[CH2:19][CH2:20][CH2:21][CH2:22][CH2:23]2)[s:16][cH:17]1.[Na+:25].[O:27]1[CH2:28][CH2:29][CH2:30][CH2:31]1.[OH2:26]>>[CH3:1][O:2][c:3]1[cH:4][c:5]([CH2:6][OH:7])[cH:8][cH:9][c:10]1[O:11][CH2:12][c:13]1[n:14][c:15]([N:18]2[CH2:19][CH2:20][CH2:21][CH2:22][CH2:23]2)[s:16][cH:17]1. Starting materials: BrC1=CC=C(C=C1)N/N=C/C1=C(C=CC=C1F)Cl ((2E)-1-(4-bromophenyl)-2-(2-chloro-6-fluorobenzylidene) hydrazine), P(Cl)(Cl)(Cl)(Cl)Cl (PCl5). The solvent is C1=CC=CC=C1 (benzene). Reaction conditions: time 18 hour. Product: BrC1=CC=C(C=C1)NN=C(C1=C(C=CC=C1F)Cl)Cl (N-(4-bromophenyl)-2-chloro-6-fluorobenzenecarbohydrazonoyl chloride). Yield: 23.0%. RXN SMILES: [Br:1][C:2]1[CH:7]=[CH:6][C:5]([NH:8]/[N:9]=[CH:10]/[C:11]2[C:16]([F:17])=[CH:15][CH:14]=[CH:13][C:12]=2[Cl:18])=[CH:4][CH:3]=1.P(Cl)(Cl)(Cl)(Cl)[Cl:20]>C1C=CC=CC=1>[Br:1][C:2]1[CH:3]=[CH:4][C:5]([NH:8][N:9]=[C:10]([Cl:20])[C:11]2[C:16]([F:17])=[CH:15][CH:14]=[CH:13][C:12]=2[Cl:18])=[CH:6][CH:7]=1. Procedure: To a solution of (2E)-1-(4-bromophenyl)-2-(2-chloro-6-fluorobenzylidene) hydrazine (0.300 g, 1.32 mmol) in benzene (10 mL) was added PCl5 (0.330 g, 1.58 mmol). The reaction mixture was stirred at RT for 18 h. The reaction mass was quenched in water, neutralized with NaHCO3 and extracted with ethyl acetate. The organic layer was dried over anhydrous sodium sulphate and concentrated to afford 0.110 g of the desired product. 1H NMR (300 MHz, DMSO d6): δ 7.17 (d, J=8.7 Hz, 2H), 7.41 (d, J=8.7 Hz, 3H... Reactants: CC(C)(C)OC(=O)N1CCC(C(=O)C2CCC2)C1, CO. Product: CC(C)(C)OC(=O)N1CCC(C(O)C2CCC2)C1. As a reaction SMILES: [C:1]([CH3:2])([CH3:3])([CH3:4])[O:5][C:6](=[O:7])[N:8]1[CH2:9][CH:10]([C:13](=[O:14])[CH:15]2[CH2:16][CH2:17][CH2:18]2)[CH2:11][CH2:12]1.[CH3:19][OH:20]>>[C:1]([CH3:2])([CH3:3])([CH3:4])[O:5][C:6](=[O:7])[N:8]1[CH2:9][CH:10]([CH:13]([OH:14])[CH:15]2[CH2:16][CH2:17][CH2:18]2)[CH2:11][CH2:12]1.